Dataset: the Open Reaction Database (ORD), a public repository of structured organic reaction records. Task: describe an organic reaction: reactants, conditions, products, and yield Reaction SMILES: [CH:1]1[CH:6]=[CH:5][C:4]([O-:7])=[CH:3][CH:2]=1.[Na+].C1C=CC=CC=1.CN(C)C=O.[Cl:20][CH2:21][C:22]1[N:26]=[C:25](Cl)[S:24][N:23]=1>O>[Cl:20][CH2:21][C:22]1[N:26]=[C:25]([O:7][C:4]2[CH:5]=[CH:6][CH:1]=[CH:2][CH:3]=2)[S:24][N:23]=1 |f:0.1|. The reactants are C1=CC=C(C=C1)[O-].[Na+] (sodium phenate), C1=CC=CC=C1 (benzene), CN(C=O)C (dimethylformamide), ClCC1=NSC(=N1)Cl (3-chloromethyl-5-chloro-[1,2,4]-thiadiazole). Reaction conditions: time 24 hour. Run in O (water). Procedure details: 5.8 g of sodium phenate were added to a mixture of 50 ml of benzene, 10 ml of dimethylformamide and 8.5 g of 3-chloromethyl-5-chloro-[1,2,4]-thiadiazole and the mixture was stirred at20° C. for 24 hours. 50 ml of water were added to the mixture and the decanted aqueous phase was extracted with benzene. The combined organic phase was dried and evaporated to dryness. The oil residue was distilled under reduced pressure to obtain 7.2 g of 3-chloromethyl-5-phenoxy-[1,2,4]-thiadiazole boiling at 114°... Product: ClCC1=NSC(=N1)OC1=CC=CC=C1 (3-chloromethyl-5-phenoxy-[1,2,4]-thiadiazole). Isolated yield 63.6%. Starting materials: CC1=NN(C(=C1C1=CC=CC=C1)C)C1=CC=C(C=C1)CCNC(OC1=CC=CC=C1)=O (Phenyl 2-[4-(3,5-dimethyl-4-phenyl-1H-pyrazol-1-yl)phenyl]ethylcarbamate), ClC=1C=C(C=CC1F)S(=O)(=O)N (3-chloro-4-fluorobenzenesulfonamide). Yields the product ClC=1C=C(C=CC1F)S(=O)(=O)NC(=O)NCCC1=CC=C(C=C1)N1N=C(C(=C1C)C1=CC=CC=C1)C (3-Chloro-N-[({2-[4-(3,5-dimethyl-4-phenyl-1H-pyrazol-1-yl)phenyl]ethyl}amino)carbonyl]-4-fluorobenzenesulfonamide). RXN SMILES: [CH3:1][C:2]1[C:6]([C:7]2[CH:12]=[CH:11][CH:10]=[CH:9][CH:8]=2)=[C:5]([CH3:13])[N:4]([C:14]2[CH:19]=[CH:18][C:17]([CH2:20][CH2:21][NH:22][C:23](=O)[O:24]C3C=CC=CC=3)=[CH:16][CH:15]=2)[N:3]=1.[Cl:32][C:33]1[CH:34]=[C:35]([S:40]([NH2:43])(=[O:42])=[O:41])[CH:36]=[CH:37][C:38]=1[F:39]>>[Cl:32][C:33]1[CH:34]=[C:35]([S:40]([NH:43][C:23]([NH:22][CH2:21][CH2:20][C:17]2[CH:16]=[CH:15][C:14]([N:4]3[C:5]([CH3:13])=[C:6]([C:7]4[CH:12]=[CH:11][CH:10]=[CH:9][CH:8]=4)[C:2]([CH3:1])=[N:3]3)=[CH:19][CH:18]=2)=[O:24])(=[O:41])=[O:42])[CH:36]=[CH:37][C:38]=1[F:39]. Procedure: The title compound was prepared according to the procedure described in step 1 of Example 42 from phenyl 2-[4-(3,5-dimethyl-4-phenyl-1H-pyrazol-1-yl)phenyl]ethylcarbamate (step 1 of Example 22) and 3-chloro-4-fluorobenzenesulfonamide: 1H-NMR (CDCl3) δ 8.03-8.01 (1H, m), 8.00-7.79 (1H, m), 7.46-7.21 (10H, m), 6.14 (1H, br.s), 3.49-3.42 (2H, m), 2.84 (2H, t, J=6.7 Hz), 2.31 (3H, s), 2.23 (3H, s).